This data is from the Open Reaction Database (ORD), a public repository of structured organic reaction records. The task is: describe an organic reaction: reactants, conditions, products, and yield Reactants: C(C)(=O)[O-].[Na+] (sodium acetate), ClC1=CC=C(N=N1)C1=CC2=C(N=C(O2)C=2SC=CC2)C=C1 (6-(6-chloro-pyridazin-3-yl)-2-thiophen-2-yl-benzoxazole), O (H2O). Run in C(C)(=O)O (acetic acid). Conditions: temperature 120 celsius, time 4 day. The product is S1C(=CC=C1)C=1OC2=C(N1)C=CC(=C2)C=2C=CC(NN2)=O (6-(2-thiophen-2-yl-benzoxazol-6-yl)-2H-pyridazin-3-one). As a reaction SMILES: Cl[C:2]1[N:7]=[N:6][C:5]([C:8]2[CH:21]=[CH:20][C:11]3[N:12]=[C:13]([C:15]4[S:16][CH:17]=[CH:18][CH:19]=4)[O:14][C:10]=3[CH:9]=2)=[CH:4][CH:3]=1.C([O-])(=[O:24])C.[Na+].O>C(O)(=O)C>[S:16]1[CH:17]=[CH:18][CH:19]=[C:15]1[C:13]1[O:14][C:10]2[CH:9]=[C:8]([C:5]3[CH:4]=[CH:3][C:2](=[O:24])[NH:7][N:6]=3)[CH:21]=[CH:20][C:11]=2[N:12]=1 |f:1.2|. Reported procedure: 550 mg (1.75 mmol) 6-(6-chloro-pyridazin-3-yl)-2-thiophen-2-yl-benzoxazole in 15 mL glacial acetic acid are placed under protective gas in a pressurised vessel, 173 mg (2.11 mmol) sodium acetate are added and the mixture is stirred for 4 days at 120° C. The reaction mixture is combined with H2O and extracted with DCM. The solv. of the org. phase is eliminated i.V. The residue is suspended in ACN and a solid is suction filtered. The solid is suspended in DCM, stirred for 2 h at RT and suction fil... Starting materials: C(CC(=O)OCC)(=O)OCC (diethyl malonate), [H-].[Na+] (NaH), FC1=CC(=C(C=C1)[N+](=O)[O-])OC (4-fluoro-2-methoxy-1-nitrobenzene). Solvent: O (water), CN(C=O)C (N,N-dimethylformamide). Reaction conditions: time 30 minute. The product is COC=1C=C(C=CC1[N+](=O)[O-])C(C(=O)OCC)C(=O)OCC (diethyl 2-(3-methoxy-4-nitrophenyl)malonate). Reaction SMILES: [H-].[Na+].[C:3]([O:11][CH2:12][CH3:13])(=[O:10])[CH2:4][C:5]([O:7][CH2:8][CH3:9])=[O:6].F[C:15]1[CH:20]=[CH:19][C:18]([N+:21]([O-:23])=[O:22])=[C:17]([O:24][CH3:25])[CH:16]=1>CN(C)C=O.O>[CH3:25][O:24][C:17]1[CH:16]=[C:15]([CH:4]([C:5]([O:7][CH2:8][CH3:9])=[O:6])[C:3]([O:11][CH2:12][CH3:13])=[O:10])[CH:20]=[CH:19][C:18]=1[N+:21]([O-:23])=[O:22] |f:0.1|. Procedure details: To a suspension of NaH (151 g, 88 mmol) in dry N,N-dimethylformamide (40 mL) at 0° C. was added diethyl malonate (10.3 g, 64.3 mmol) and the mixture was stirred at room temperature for 30 minutes. A solution of 4-fluoro-2-methoxy-1-nitrobenzene (10 g, 58.5 mmol) was added and the mixture was stirred at 90° C. overnight. The mixture was diluted with water and extracted with ethyl acetate (3×20 mL). The combined organic phase was washed with brine, dried over anhydrous sodium sulfate, filtered and... The reactants are Cc1ccccc1, C=C1CCCP1(=O)c1ccccc1. Yields the product C=C1CCCP1c1ccccc1. RXN SMILES: [CH3:14][c:15]1[cH:16][cH:17][cH:18][cH:19][cH:20]1.[c:1]1([P:7]2(=[O:13])[C:8](=[CH2:12])[CH2:9][CH2:10][CH2:11]2)[cH:2][cH:3][cH:4][cH:5][cH:6]1>>[c:1]1([P:7]2[C:8](=[CH2:12])[CH2:9][CH2:10][CH2:11]2)[cH:2][cH:3][cH:4][cH:5][cH:6]1. Starting materials: N(C(=S)N)C=1C=C(C=CC1)CN(C)C (N-(3-thioureidophenylmethyl)dimethylamine), Cl (hydrogen chloride), C(C)I (ethyl iodide). Run in C(C)#N (acetonitrile), O1CCOCC1 (1,4-dioxane). Yields the product C(C)SC(NC=1C=C(C=CC1)CN(C)C)=N (N-(3-(S-ethylisothioureido)phenylmethyl)dimethylamine). Isolated yield 18.6%. Reaction SMILES: [NH:1]([C:5]1[CH:6]=[C:7]([CH2:11][N:12]([CH3:14])[CH3:13])[CH:8]=[CH:9][CH:10]=1)[C:2]([NH2:4])=[S:3].Cl.[CH2:16](I)[CH3:17]>C(#N)C.O1CCOCC1>[CH2:16]([S:3][C:2](=[NH:4])[NH:1][C:5]1[CH:6]=[C:7]([CH2:11][N:12]([CH3:14])[CH3:13])[CH:8]=[CH:9][CH:10]=1)[CH3:17]. Reported procedure: To a solution of the compound (43.5 mg) obtained in Example 40 in acetonitrile (5 ml), a solution of hydrogen chloride in 1,4-dioxane (4N, 0.1 ml) and ethyl iodide (50 mg) were added and heated under reflux for 5 h. The reaction mixture was concentrated under reduced pressure and the resulting residue was purified by basic silica gel column chromatography (eluent, methylene chloride methanol=5:1) to give 9.2 mg of the titled compound (yield, 19%).